Dataset: the Open Reaction Database (ORD), a public repository of structured organic reaction records. Task: describe an organic reaction: reactants, conditions, products, and yield Reactants: N#Cc1ccc(C(=O)Cl)cc1, CC(C)(C)c1ccc(N)cc1, CCN(C(C)C)C(C)C, C1CCOC1. The product is CC(C)(C)c1ccc(NC(=O)c2ccc(C#N)cc2)cc1. As a reaction SMILES: [C:1](#[N:2])[c:3]1[cH:4][cH:5][c:6]([C:7](=[O:8])[Cl:9])[cH:10][cH:11]1.[C:21]([CH3:22])([CH3:23])([CH3:24])[c:25]1[cH:26][cH:27][c:28]([NH2:29])[cH:30][cH:31]1.[CH:12]([N:13]([CH2:14][CH3:15])[CH:16]([CH3:17])[CH3:18])([CH3:19])[CH3:20].[O:32]1[CH2:33][CH2:34][CH2:35][CH2:36]1>>[C:1](#[N:2])[c:3]1[cH:4][cH:5][c:6]([C:7](=[O:8])[NH:29][c:28]2[cH:27][cH:26][c:25]([C:21]([CH3:22])([CH3:23])[CH3:24])[cH:31][cH:30]2)[cH:10][cH:11]1. Product: CC(C#CC=CCNCC1=CC=CC2=CC=CC=C12)(C)C (N-(6,6-dimethyl-2-hepten-4-ynyl)-1-naphthalenemethanamine). Reaction SMILES: [C:1]1([CH2:11][NH2:12])[C:10]2[C:5](=[CH:6][CH:7]=[CH:8][CH:9]=2)[CH:4]=[CH:3][CH:2]=1.[CH3:13][C:14]([CH3:22])([CH3:21])[C:15]#[C:16][CH:17]=[CH:18][CH:19]=O.[BH4-].[Na+]>C(OCC)C.CO>[CH3:13][C:14]([CH3:22])([CH3:21])[C:15]#[C:16][CH:17]=[CH:18][CH2:19][NH:12][CH2:11][C:1]1[C:10]2[C:5](=[CH:6][CH:7]=[CH:8][CH:9]=2)[CH:4]=[CH:3][CH:2]=1 |f:2.3|. Run in C(C)OCC (ethyl ether), CO (methanol). The reactants are C1(=CC=CC2=CC=CC=C12)CN (1-naphthalenemethanamine), CC(C#CC=CC=O)(C)C (6,6-dimethyl-2-hepten-4-ynal), 4A, material, [BH4-].[Na+] (sodium borohydride). Procedure details: A mixture of 1-naphthalenemethanamine (1.34 g, 8.51 mmol) and 6,6-dimethyl-2-hepten-4-ynal (1.16 g, 8.51 mmol) in 20 ml of dry ethyl ether was stirred over 4A sieves overnight. Sieve material was then removed by centrifugation, washed once with ethyl ether and the combined ether fractions concentrated to afford the crude condensed product. About 8.08 mmol of this material was stirred with sodium borohydride (343 mg, 9.06 mmol) in 20 ml of methanol at room temperature for 3.75 hours. The reaction... The reactants are Brc1ccc(Br)cc1, Cc1cc(OCc2ccccc2)c(C2(O)OC(COCc3ccccc3)C(OCc3ccccc3)C(OCc3ccccc3)C2OCc2ccccc2)cc1C=O, [Li]CCCC, CCCCCC, [Cl-], [NH4+], C1CCOC1. Product: Cc1cc(OCc2ccccc2)c(C2(O)OC(COCc3ccccc3)C(OCc3ccccc3)C(OCc3ccccc3)C2OCc2ccccc2)cc1C(O)c1ccc(Br)cc1. As a reaction SMILES: [Br:1][c:2]1[cH:3][cH:4][c:5]([Br:6])[cH:7][cH:8]1.[CH2:20]([c:21]1[cH:22][cH:23][cH:24][cH:25][cH:26]1)[O:27][CH:28]1[C:29]([OH:30])([c:60]2[c:61]([O:69][CH2:70][c:71]3[cH:72][cH:73][cH:74][cH:75][cH:76]3)[cH:62][c:63]([CH3:68])[c:64]([CH:66]=[O:67])[cH:65]2)[O:31][CH:32]([CH2:51][O:52][CH2:53][c:54]2[cH:55][cH:56][cH:57][cH:58][cH:59]2)[CH:33]([O:43][CH2:44][c:45]2[cH:46][cH:47][cH:48][cH:49][cH:50]2)[CH:34]1[O:35][CH2:36][c:37]1[cH:38][cH:39][cH:40][cH:41][cH:42]1.[CH2:9]([Li:10])[CH2:11][CH2:12][CH3:13].[CH3:14][CH2:15][CH2:16][CH2:17][CH2:18][CH3:19].[Cl-:77].[NH4+:78].[O:79]1[CH2:80][CH2:81][CH2:82][CH2:83]1>>[c:2]1([CH:66]([c:64]2[c:63]([CH3:68])[cH:62][c:61]([O:69][CH2:70][c:71]3[cH:72][cH:73][cH:74][cH:75][cH:76]3)[c:60]([C:29]3([OH:30])[CH:28]([O:27][CH2:20][c:21]4[cH:22][cH:23][cH:24][cH:25][cH:26]4)[CH:34]([O:35][CH2:36][c:37]4[cH:38][cH:39][cH:40][cH:41][cH:42]4)[CH:33]([O:43][CH2:44][c:45]4[cH:46][cH:47][cH:48][cH:49][cH:50]4)[CH:32]([CH2:51][O:52][CH2:53][c:54]4[cH:55][cH:56][cH:57][cH:58][cH:59]4)[O:31]3)[cH:65]2)[OH:67])[cH:3][cH:4][c:5]([Br:6])[cH:7][cH:8]1. The reactants are 2R, 3S, [OH-].[Na+] (sodium hydroxide), C(C)(C)(C)OC(=O)N[C@H]([C@H](CCl)O)CC1=CC=CC=C1 ((2R, 3S)-3-tert-butoxycarbonylamino-1-chloro-2-hydroxy-4-phenylbutane), 2R, 3S, 2S, 3S. Run in CC(C)O (2-Propanol). Yields the product C(C)(C)(C)OC(=O)N[C@H]([C@@H]1CO1)CC1=CC=CC=C1 ((2R, 3S)-3-tert-butoxycarbonylamino-1,2-epoxy-4-phenylbutane), 3S. As a reaction SMILES: [OH-].[Na+].[C:3]([O:7][C:8]([NH:10][C@@H:11]([CH2:16][C:17]1[CH:22]=[CH:21][CH:20]=[CH:19][CH:18]=1)[C@@H:12]([OH:15])[CH2:13]Cl)=[O:9])([CH3:6])([CH3:5])[CH3:4]>CC(O)C>[C:3]([O:7][C:8]([NH:10][C@@H:11]([CH2:16][C:17]1[CH:22]=[CH:21][CH:20]=[CH:19][CH:18]=1)[C@H:12]1[O:15][CH2:13]1)=[O:9])([CH3:6])([CH3:5])[CH3:4] |f:0.1|. Procedure details: 2-Propanol (12.9 ml) and aqueous 6.08 mol/l sodium hydroxide solution (2.94 g) were added to a solution containing (2R, 3S)-3-tert-butoxycarbonylamino-1-chloro-2-hydroxy-4-phenylbutane obtained in Example 17 {(2R, 3S) content of 2.79 g; (2S, 3S) content of 83.9 mg}, for agitation at 4° C. for 15 hours. The resulting solution was analyzed by HPLC, which indicates that the objective (2R, 3S) compound was at 94.0% (HPLC area ratio). After the reaction was quenched by the addition of aqueous 4.4% ci... Conditions: time 30 minute. The product is C(C)(C)(C)C1=CC=C(C=C1)[C@H](C=1C(=C2[C@H](CC(OC2=CC1C(C)C)(C)C)O)C1=CC=C(C=C1)F)O ((4S)-6-[(R)-(4-tert-butylphenyl)(hydroxy)methyl]-5-(4-fluorophenyl)-7-isopropyl-2,2-dimethyl-chroman-4-ol). Procedure details: 220 μl (1.26 mmol) of borane/N,N-diethylaniline complex are added very slowly to a solution of 7.07 mg (50 μmol) of (1R,2S)-1-aminoindan-2-ol in 7 ml of tetrahydrofuran, and the mixture is stirred at room temperature for 30 min. A solution of 150 mg (320 μmol) of rac-6-[(4-tert-butylphenyl)(hydroxy)methyl]-5-(4-fluorophenyl)-7-isopropyl-2,2-dimethyl-2,3-dihydro-4H-chromen-4-one (Example 27A) in 7 ml of tetrahydrofuran is then added very slowly dropwise over a period of 30 min. After a further 6 ... Solvent: O1CCCC1 (tetrahydrofuran), O1CCCC1 (tetrahydrofuran). Reactants: C(C)(C)(C)C1=CC=C(C=C1)C(C=1C(=C2C(CC(OC2=CC1C(C)C)(C)C)=O)C1=CC=C(C=C1)F)O (rac-6-[(4-tert-Butylphenyl)(hydroxy)methyl]-5-(4-fluorophenyl)-7-isopropyl-2,2-dimethyl-2,3-dihydro-4H-chromen-4-one), N[C@H]1[C@H](CC2=CC=CC=C12)O ((1R,2S)-1-aminoindan-2-ol), CO (methanol). Reaction SMILES: N[C@@H]1C2C(=CC=CC=2)C[C@@H]1O.[C:12]([C:16]1[CH:21]=[CH:20][C:19]([CH:22]([OH:46])[C:23]2[C:24]([C:39]3[CH:44]=[CH:43][C:42]([F:45])=[CH:41][CH:40]=3)=[C:25]3[C:30](=[CH:31][C:32]=2[CH:33]([CH3:35])[CH3:34])[O:29][C:28]([CH3:37])([CH3:36])[CH2:27][C:26]3=[O:38])=[CH:18][CH:17]=1)([CH3:15])([CH3:14])[CH3:13].CO>O1CCCC1>[C:12]([C:16]1[CH:17]=[CH:18][C:19]([C@@H:22]([OH:46])[C:23]2[C:24]([C:39]3[CH:40]=[CH:41][C:42]([F:45])=[CH:43][CH:44]=3)=[C:25]3[C:30](=[CH:31][C:32]=2[CH:33]([CH3:35])[CH3:34])[O:29][C:28]([CH3:36])([CH3:37])[CH2:27][C@@H:26]3[OH:38])=[CH:20][CH:21]=1)([CH3:14])([CH3:15])[CH3:13]. Starting materials: Cl (HCl), N1=C2C(=CC=C1)C(C1=CC=CC=C12)=O (5H-Indeno[1,2-b]pyridine-5-one), [C-]#N.[K+] (potassium cyanide), C([O-])([O-])=O.[NH4+].[NH4+] (ammonium carbonate), C(C)O (ethanol). Solvent: O (water). Reaction conditions: temperature 105 celsius. Product: N1C(NC2(C1=O)C1=CC=CC=C1C1=NC=CC=C12)=O (Spiro-(5H-Indeno[1,2-b]pyridine-5,4'-imidazolidine)-2',5'-dione). Reaction SMILES: [N:1]1[CH:6]=[CH:5][CH:4]=[C:3]2[C:7](=O)[C:8]3[C:13]([C:2]=12)=[CH:12][CH:11]=[CH:10][CH:9]=3.[C-]#N.[K+].[C:18](=[O:21])([O-])[O-].[NH4+:22].[NH4+:23].Cl.[CH2:25]([OH:27])C>O>[NH:22]1[C:25](=[O:27])[C:7]2([C:3]3[C:2](=[N:1][CH:6]=[CH:5][CH:4]=3)[C:13]3[C:8]2=[CH:9][CH:10]=[CH:11][CH:12]=3)[NH:23][C:18]1=[O:21] |f:1.2,3.4.5|. Procedure: 5H-Indeno[1,2-b]pyridine-5-one (4.0 g, 22 mmol) was mixed with potassium cyanide (1.6 g, 24 mmol) and ammonium carbonate (5.3 g, 55 mmol) in 90% ethanol (75 mL) in a pressure reactor and heated at 105° C. for 40 hr. The mixture was poured into 300 mL of water, acidified with conc. HCl (pH 1), and filtered. The filtrate was neutralized and the solid which formed collected by filtration, washed with water, and dried to yield 4.5 g. This solid was crystallized from ethyl acetate to yield 3.2 g of p... The reactants are O=C(Cl)c1ccc(CBr)cc1, CNC. Product: CN(C)C(=O)c1ccc(CBr)cc1. RXN SMILES: [Br:1][CH2:2][c:3]1[cH:4][cH:5][c:6]([C:7](=[O:8])[Cl:9])[cH:10][cH:11]1.[CH3:12][NH:13][CH3:14]>>[Br:1][CH2:2][c:3]1[cH:4][cH:5][c:6]([C:7](=[O:8])[N:13]([CH3:12])[CH3:14])[cH:10][cH:11]1. The reactants are Compound 17, deuterated or fluorinated ethyleneglycol mono-tert-butyl ether, [OH-].[Na+] (NaOH), C1(=CC=CC=C1)C (toluene). Yields the product C(C)(C)(C)OC(C)(C)C (tert-butyl ether). Reaction SMILES: [OH-:1].[Na+].[C:3]1([CH3:9])[CH:8]=CC=C[CH:4]=1>>[C:3]([O:1][C:3]([CH3:4])([CH3:8])[CH3:9])([CH3:9])([CH3:8])[CH3:4] |f:0.1|. Procedure: The exemplary synthesis depicted in Scheme 1 involves condensation of 2-chloromalonic acid dimethyl ester 11 with an appropriately deuterated guaiacol 10 to afford the 2-(2-methoxyphenoxy)malonic acid dimethyl ester 12, followed by cyclization of 12 with 13 to afford the corresponding bipyrimidinedione 14. This compound 14 is treated with refluxing POCl3 to afford the dichlorobipyrimidine 15, which is subsequently treated with an appropriately deuterated 4-tert-butylphenylsulfonamide 16, K2CO3 a... Reactants: O(C1=CC=CC=C1)C[C@H]1N(CCC1)C(=O)OC(C)(C)C ((S)-tert-Butyl 2-(Phenoxymethyl)pyrrolidine-1-carboxylate), FC(C(=O)O)(F)F (trifluoroacetic acid), O=C1NC2=CC=C(C=C2C1=O)S(=O)(=O)Cl (2,3-Dioxo-2,3-dihydro-1H-indole-5-sulfonyl Chloride). Run in C(Cl)Cl (CH2Cl2), C1CCOC1 (THF). Reaction conditions: temperature 0 celsius, time 15 minute. Product: O(C1=CC=CC=C1)C[C@H]1N(CCC1)S(=O)(=O)C=1C=C2C(C(NC2=CC1)=O)=O ((S)-5-(2-Phenoxymethyl-pyrrolidine-1-sulfonyl)-1H-indole-2,3-dione). Yield: 84.6%. Reaction SMILES: [O:1]([CH2:8][C@@H:9]1[CH2:13][CH2:12][CH2:11][N:10]1C(OC(C)(C)C)=O)[C:2]1[CH:7]=[CH:6][CH:5]=[CH:4][CH:3]=1.FC(F)(F)C(O)=O.[O:28]=[C:29]1[C:37](=[O:38])[C:36]2[C:31](=[CH:32][CH:33]=[C:34]([S:39](Cl)(=[O:41])=[O:40])[CH:35]=2)[NH:30]1>C(Cl)Cl.C1COCC1>[O:1]([CH2:8][C@@H:9]1[CH2:13][CH2:12][CH2:11][N:10]1[S:39]([C:34]1[CH:35]=[C:36]2[C:31](=[CH:32][CH:33]=1)[NH:30][C:29](=[O:28])[C:37]2=[O:38])(=[O:40])=[O:41])[C:2]1[CH:3]=[CH:4][CH:5]=[CH:6][CH:7]=1. Reported procedure: To a solution of 9 (1.46 g, 5.2 mmol) in CH2Cl2 (5 mL) was added trifluoroacetic acid (5 mL) at 0° C. The mixture was stirred at 0° C. for 15 min. After evaporation of the solvent in vacuo, CH2Cl2 (15 mL) and triethylamine (2 mL) were added, then a solution of 6 (1.44 g, 5.9 mmol) in THF (25 mL) was added at 0° C. The reaction mixture was stirred overnight at room temperature. The solvent was evaporated in vacuo, then ethyl acetate (150 mL) was added, washed with water (50 mL×2) and saturated Na... Reactants: COC=1C=C(C(=O)CC(=O)OCC)C=C(C1OC)[N+](=O)[O-] (ethyl (3,4-dimethoxy-5-nitrobenzoyl)acetate), CNN (methylhydrazine). Run in C(C)O (ethanol). Yields the product COC=1C=C(C=C(C1OC)[N+](=O)[O-])C1=NN(C(=C1)O)C (3-(3,4-dimethoxy-5-nitrophenyl)-1-methylpyrazol-5-ol). RXN SMILES: [CH3:1][O:2][C:3]1[CH:4]=[C:5]([CH:14]=[C:15]([N+:19]([O-:21])=[O:20])[C:16]=1[O:17][CH3:18])[C:6]([CH2:8][C:9](OCC)=[O:10])=O.[CH3:22][NH:23][NH2:24]>C(O)C>[CH3:1][O:2][C:3]1[CH:4]=[C:5]([C:6]2[CH:8]=[C:9]([OH:10])[N:23]([CH3:22])[N:24]=2)[CH:14]=[C:15]([N+:19]([O-:21])=[O:20])[C:16]=1[O:17][CH3:18]. Procedure: 10 g of ethyl (3,4-dimethoxy-5-nitrobenzoyl)acetate are suspended in 100 ml of ethanol, treated with 1.7 g of methylhydrazine and heated under reflux for 16 hours. After distillation of about 50 mi of ethanol, the mixture is cooled to 0° and the separated precipitate is filtered under suction. After recrystallization from ethanol there is obtained 3-(3,4-dimethoxy-5-nitrophenyl)-1-methylpyrazol-5-ol in the form of yellow crystals of m.p. 200°-202°.